From a dataset of the Open Reaction Database (ORD), a public repository of structured organic reaction records. describe an organic reaction: reactants, conditions, products, and yield The reactants are BrCC1C(C1)(F)F (bromomethyl-2,2-difluorocyclopropane), C1(CC1)CBr (cyclopropylmethyl bromide), CC=1N=C(SC1C(=O)OCC)N1C(NCC1)=O (ethyl 4-methyl-2-(2-oxoimidazolidin-1-yl)thiazole-5-carboxylate). Yields the product C1(CC1)CN1C(N(CC1)C=1SC(=C(N1)C)C(=O)OCC)=O (ethyl 2-(3-(cyclopropylmethyl)-2-oxoimidazolidin-1-yl)-4-methylthiazole-5-carboxylate). Isolated yield 96.0%. RXN SMILES: Br[CH2:2][CH:3]1[CH2:5][C:4]1(F)F.C1(CBr)CC1.[CH3:13][C:14]1[N:15]=[C:16]([N:24]2[CH2:28][CH2:27][NH:26][C:25]2=[O:29])[S:17][C:18]=1[C:19]([O:21][CH2:22][CH3:23])=[O:20]>>[CH:5]1([CH2:4][N:26]2[CH2:27][CH2:28][N:24]([C:16]3[S:17][C:18]([C:19]([O:21][CH2:22][CH3:23])=[O:20])=[C:14]([CH3:13])[N:15]=3)[C:25]2=[O:29])[CH2:3][CH2:2]1. Reported procedure: Following the procedure as described in Preparation 13, making variations as required to replace bromomethyl-2,2-difluorocyclopropane with cyclopropylmethyl bromide to react with ethyl 4-methyl-2-(2-oxoimidazolidin-1-yl)thiazole-5-carboxylate, the title compound was obtained in 96% yield: 1H NMR (300 MHz, CDCl3) δ 4.23 (q, J=7.2 Hz, 2H), 4.07 (t, J=7.8 Hz, 2H), 3.67 (t, J=7.8 Hz, 2H), 3.16 (d, J=6.9 Hz, 2H), 2.58 (s, 3H), 1.28 (t, J=7.2 Hz, 3H), 0.97-0.88 (m, 1H), 0.59-0.42 (m, 2H), 0.25-0.12 (m... Starting materials: C(C)(=O)[O-].[K+] (Potassium acetate), N(=O)OCCC(C)C (Isoamyl nitrite), ice, C(C)OC([C@H](CC(=O)OCC)CC1=C(C(=C(C(=C1)Cl)N)C)COC(C)=O)=O (2-(S)-(2-Acetoxymethyl-4-amino-5-chloro-3-methyl-benzyl)-succinic acid diethyl ester). The solvent is C(C)(=O)O (acetic acid). Run at temperature 0 celsius, time 45 minute. Product: ethyl acetate-hexanes, C(C)OC([C@H](CC(=O)OCC)CC=1C(=C2C=NNC2=C(C1)Cl)COC(C)=O)=O (2-(S)-(4-Acetoxymethyl-7-chloro-1H-indazol-5-ylmethyl)-succinic acid diethyl ester). The yield is 80.0%. RXN SMILES: [N:1](OCCC(C)C)=O.[CH2:9]([O:11][C:12](=[O:35])[C@@H:13]([CH2:20][C:21]1[CH:26]=[C:25]([Cl:27])[C:24]([NH2:28])=[C:23]([CH3:29])[C:22]=1[CH2:30][O:31][C:32](=[O:34])[CH3:33])[CH2:14][C:15]([O:17][CH2:18][CH3:19])=[O:16])[CH3:10].C([O-])(=O)C.[K+]>C(O)(=O)C>[CH2:9]([O:11][C:12](=[O:35])[C@@H:13]([CH2:20][C:21]1[C:22]([CH2:30][O:31][C:32](=[O:34])[CH3:33])=[C:23]2[C:24](=[C:25]([Cl:27])[CH:26]=1)[NH:28][N:1]=[CH:29]2)[CH2:14][C:15]([O:17][CH2:18][CH3:19])=[O:16])[CH3:10] |f:2.3|. Reported procedure: Isoamyl nitrite (700 μL, 5.2 mmol), was added dropwise to an ice cold solution of 2-(S)-(2-Acetoxymethyl-4-amino-5-chloro-3-methyl-benzyl)-succinic acid diethyl ester (1.91 g, 4.8 mmol) in 5% acetic acid in tolune (81.2 mL). Mixture stirred at 0° C. for 45 minutes. Potassium acetate (1.50 g, 15.3 mmol) was added to the mixture. Reaction was stirred at room temperature for 14 hours. Mixture was quenched with water. Mixture was extracted with ethyl acetate (30 mL). Mixture was washed 2× saturated ... Starting materials: CCCCC(CC)C(=O)O, CCCC[Sn](Cl)(Cl)Cl, [Na+], [OH-], O. Yields the product CCCCC(CC)C(=O)[O-], CCCC[Sn+]. RXN SMILES: [CH2:11]([CH3:12])[CH:13]([C:14](=[O:15])[OH:16])[CH2:17][CH2:18][CH2:19][CH3:20].[CH2:1]([CH2:2][CH2:3][CH3:4])[Sn:5]([Cl:6])([Cl:7])[Cl:8].[Na+:10].[OH-:9].[OH2:21]>>[CH2:11]([CH3:12])[CH:13]([C:14](=[O:15])[O-:16])[CH2:17][CH2:18][CH2:19][CH3:20].[CH2:1]([CH2:2][CH2:3][CH3:4])[Sn+:5]. Starting materials: CC1(C)COC(=O)N1c1nc(-c2ccc(C#N)cc2)cs1, CS(C)=O, CCOC(C)=O, NO, C1CCOC1. Product: CC1(C)COC(=O)N1c1nc(-c2ccc(C(N)=NO)cc2)cs1. As a reaction SMILES: [CH3:1][C:2]1([CH3:21])[N:3]([c:8]2[s:9][cH:10][c:11](-[c:13]3[cH:14][cH:15][c:16]([C:17]#[N:18])[cH:19][cH:20]3)[n:12]2)[C:4](=[O:7])[O:5][CH2:6]1.[CH3:24][S:25](=[O:26])[CH3:27].[CH3:33][CH2:34][O:35][C:36](=[O:37])[CH3:38].[NH2:22][OH:23].[O:28]1[CH2:29][CH2:30][CH2:31][CH2:32]1>>[CH3:1][C:2]1([CH3:21])[N:3]([c:8]2[s:9][cH:10][c:11](-[c:13]3[cH:14][cH:15][c:16]([C:17]([NH2:18])=[N:22][OH:23])[cH:19][cH:20]3)[n:12]2)[C:4](=[O:7])[O:5][CH2:6]1. Reactants: OC1=C(C=O)C=CC=C1 (o-Hydroxybenzaldehyde), CC1=C(N)C=CC=C1Cl (2-methyl-3-chloroaniline). Solvent: C(C)O (ethanol). Reaction conditions: time 15 minute. The product is OC1=C(C=NC2=C(C(=CC=C2)Cl)C)C=CC=C1 (N-(o-hydroxybenzylidene)-2-methyl-3-chloroaniline). RXN SMILES: [OH:1][C:2]1[CH:9]=[CH:8][CH:7]=[CH:6][C:3]=1[CH:4]=O.[CH3:10][C:11]1[C:17]([Cl:18])=[CH:16][CH:15]=[CH:14][C:12]=1[NH2:13]>C(O)C>[OH:1][C:2]1[CH:9]=[CH:8][CH:7]=[CH:6][C:3]=1[CH:4]=[N:13][C:12]1[CH:14]=[CH:15][CH:16]=[C:17]([Cl:18])[C:11]=1[CH3:10]. Procedure: o-Hydroxybenzaldehyde (0.20 mole) was treated with 2-methyl-3-chloroaniline (0.20 mole) with vigorous stirring in a 1 liter Erlenmeyer flask. After 15 mins., 33 cc of 95% ethanol was added and the reaction mixture was stirred vigorously for an additional 45 mins. The reaction mixture was left standing at room temperature for 10 min., then it was placed in an ice-bath for 0.5 hour. The crystals which formed were collected, washed with 95% ethanol, and air dried. Recrystallization from 85% ethanol... The reactants are NC1=C(C=C(C(=O)OC)C=C1[N+](=O)[O-])Br (methyl 4-amino-3-bromo-5-nitrobenzoate), FC1=CC=C(C=C1)B(O)O ((4-fluorophenyl)-boronic acid), C(C)(C)NC(C)C (diisopropylamine), CN(C=O)C (N,N-dimethylformamide). Reagents/catalysts: C(C)(=O)[O-].[Pd+2].C(C)(=O)[O-] (palladium(II) acetate), [Na+].[Na+].[Na+].P(C=1C=C(C=CC1)S(=O)(=O)[O-])(C=1C=C(C=CC1)S(=O)(=O)[O-])C=1C=C(C=CC1)S(=O)(=O)[O-] (3,3′,3″-phosphinidynetris (benzensulfonic acid) trisodium salt). The solvent is O (water), C(C)(=O)OCC (ethyl acetate). Reaction conditions: temperature 80 celsius, time 1 hour. Product: NC1=C(C=C(C=C1C1=CC=C(C=C1)F)C(=O)OC)[N+](=O)[O-] (Methyl 6-amino-4′-fluoro-5-nitrobiphenyl-3-carboxylate). The yield is 88.0%. As a reaction SMILES: [NH2:1][C:2]1[C:11]([N+:12]([O-:14])=[O:13])=[CH:10][C:5]([C:6]([O:8][CH3:9])=[O:7])=[CH:4][C:3]=1Br.[F:16][C:17]1[CH:22]=[CH:21][C:20](B(O)O)=[CH:19][CH:18]=1.C(NC(C)C)(C)C.CN(C)C=O>C([O-])(=O)C.[Pd+2].C([O-])(=O)C.[Na+].[Na+].[Na+].P(C1C=C(S([O-])(=O)=O)C=CC=1)(C1C=C(S([O-])(=O)=O)C=CC=1)C1C=C(S([O-])(=O)=O)C=CC=1.C(OCC)(=O)C.O>[NH2:1][C:2]1[C:3]([C:20]2[CH:21]=[CH:22][C:17]([F:16])=[CH:18][CH:19]=2)=[CH:4][C:5]([C:6]([O:8][CH3:9])=[O:7])=[CH:10][C:11]=1[N+:12]([O-:14])=[O:13] |f:4.5.6,7.8.9.10|. Procedure details: To a solution of methyl 4-amino-3-bromo-5-nitrobenzoate (1.0 g, 3.64 mmol), (4-fluorophenyl)-boronic acid (0.76 g, 5.45 mmol), 3,3′,3″-phosphinidynetris (benzensulfonic acid) trisodium salt (0.18 g, 0.27 mmol), palladium(II) acetate (20.0 mg, 0.09 mmol) and diisopropylamine (0.52 mL, 3.64 mmol) were added N,N-dimethylformamide (13.6 mL) and water (4.5 mL). The mixture was heated to 80° C. After 1 h, the mixture was cooled to ambient temperature and ethyl acetate was added. The organic layer was ...